Dataset: the Open Reaction Database (ORD), a public repository of structured organic reaction records. Task: describe an organic reaction: reactants, conditions, products, and yield Starting materials: CO, Cl, Cl, CC(C)(C)OC(=O)N1CCS(=O)(=O)CC1, C1CCOC1. Yields the product Cl, O=S1(=O)CCNCC1. As a reaction SMILES: [CH3:17][OH:18].[ClH:16].[ClH:19].[O:1]=[S:2]1(=[O:15])[CH2:3][CH2:4][N:5]([C:8]([O:9][C:10]([CH3:11])([CH3:12])[CH3:13])=[O:14])[CH2:6][CH2:7]1.[O:20]1[CH2:21][CH2:22][CH2:23][CH2:24]1>>[ClH:16].[O:1]=[S:2]1(=[O:15])[CH2:3][CH2:4][NH:5][CH2:6][CH2:7]1. Starting materials: O=C([O-])[O-], CN(C)c1ccccc1, NS(=O)(=O)Cc1c(Cl)cccc1Cl, [Cu], [K+], [K+]. Product: O=S1(=O)Cc2c(Cl)cccc2N1. As a reaction SMILES: [C:14](=[O:15])([O-:16])[O-:17].[CH3:21][N:22]([c:23]1[cH:24][cH:25][cH:26][cH:27][cH:28]1)[CH3:29].[Cl:1][c:2]1[c:3]([CH2:4][S:5](=[O:6])(=[O:7])[NH2:8])[c:9]([Cl:13])[cH:10][cH:11][cH:12]1.[Cu:20].[K+:18].[K+:19]>>[Cl:1][c:2]1[c:3]2[c:9]([cH:10][cH:11][cH:12]1)[NH:8][S:5](=[O:6])(=[O:7])[CH2:4]2.